Dataset: the Open Reaction Database (ORD), a public repository of structured organic reaction records. Task: describe an organic reaction: reactants, conditions, products, and yield Product: C(C)(=O)C=1C=CC(=C(C(=O)O)C1)OC(C)C (5-Acetyl-2-isopropoxy-benzoic acid). The reactants are COC(C1=C(C=CC(=C1)C(C)=O)OC(C)C)=O (5-acetyl-2-isopropoxy-benzoic acid methyl ester), [OH-].[Na+] (NaOH). Solvent: C1CCOC1 (THF). Procedure details: To 25.8 mmol 5-acetyl-2-isopropoxy-benzoic acid methyl ester in 100 ml THF was added 400 mmol 2 M aq NaOH, and the mixture was heated at 80° C. for 2 h. The mixture was then cooled to RT and extracted twice with ether. The aqueous phase was acidified with 15% aq hydrochloric acid and extracted 3 times with ethyl acetate. The combined organic phases were dried with Na2SO4. Evaporation in vacuo followed by trituration in ether afforded the title compound. MS (m/e): 221.2 ([M−H]−, 100%) Reaction SMILES: C[O:2][C:3](=[O:17])[C:4]1[CH:9]=[C:8]([C:10](=[O:12])[CH3:11])[CH:7]=[CH:6][C:5]=1[O:13][CH:14]([CH3:16])[CH3:15].[OH-].[Na+]>C1COCC1>[C:10]([C:8]1[CH:7]=[CH:6][C:5]([O:13][CH:14]([CH3:16])[CH3:15])=[C:4]([CH:9]=1)[C:3]([OH:17])=[O:2])(=[O:12])[CH3:11] |f:1.2|. Run at temperature 80 celsius. The reactants are CCNCCOC, O=C1N(c2ccc(OC(F)(F)F)cc2)CCC12CCN(S(=O)(=O)Cl)CC2. Yields the product CCN(CCOC)S(=O)(=O)N1CCC2(CCN(c3ccc(OC(F)(F)F)cc3)C2=O)CC1. Reaction SMILES: [CH2:27]([CH3:28])[NH:29][CH2:30][CH2:31][O:32][CH3:33].[O:1]=[C:2]1[N:3]([c:16]2[cH:17][cH:18][c:19]([O:22][C:23]([F:24])([F:25])[F:26])[cH:20][cH:21]2)[CH2:4][CH2:5][C:6]12[CH2:7][CH2:8][N:9]([S:12](=[O:13])(=[O:14])[Cl:15])[CH2:10][CH2:11]2>>[O:1]=[C:2]1[N:3]([c:16]2[cH:17][cH:18][c:19]([O:22][C:23]([F:24])([F:25])[F:26])[cH:20][cH:21]2)[CH2:4][CH2:5][C:6]12[CH2:7][CH2:8][N:9]([S:12](=[O:13])(=[O:14])[N:29]([CH2:27][CH3:28])[CH2:30][CH2:31][O:32][CH3:33])[CH2:10][CH2:11]2.